This data is from the Open Reaction Database (ORD), a public repository of structured organic reaction records. The task is: describe an organic reaction: reactants, conditions, products, and yield The reactants are CCOC(=O)CC(=O)OCC, CCCCCCCCCC=CCCCNc1ccc(C(=O)Cl)cc1, COCCOC, Cl, [H-], [Na+]. Yields the product CCCCCCCCCC=CCCCNc1ccc(C(=O)C(C(=O)OCC)C(=O)OCC)cc1. Reaction SMILES: [C:1]([CH2:2][C:3](=[O:4])[O:5][CH2:6][CH3:7])(=[O:8])[O:9][CH2:10][CH3:11].[CH2:15]([CH2:16][CH2:17][CH:18]=[CH:19][CH2:20][CH2:21][CH2:22][CH2:23][CH2:24][CH2:25][CH2:26][CH2:27][CH3:28])[NH:29][c:30]1[cH:31][cH:32][c:33]([C:34](=[O:35])[Cl:36])[cH:37][cH:38]1.[CH3:39][O:40][CH2:41][CH2:42][O:43][CH3:44].[ClH:14].[H-:12].[Na+:13]>>[C:1]([CH:2]([C:3](=[O:4])[O:5][CH2:6][CH3:7])[C:34]([c:33]1[cH:32][cH:31][c:30]([NH:29][CH2:15][CH2:16][CH2:17][CH:18]=[CH:19][CH2:20][CH2:21][CH2:22][CH2:23][CH2:24][CH2:25][CH2:26][CH2:27][CH3:28])[cH:38][cH:37]1)=[O:35])(=[O:8])[O:9][CH2:10][CH3:11].